From a dataset of the Open Reaction Database (ORD), a public repository of structured organic reaction records. describe an organic reaction: reactants, conditions, products, and yield Starting materials: [OH-].[NH4+] (ammonium hydroxide), [Cl-].[Cl-].[Cl-].[Cl-].[Hf+4] (hafnium-tetrachloride), O=C1C(O)=C(O)[C@H](O1)[C@@H](O)CO (ascorbic acid). The solvent is O (water). Yields the product Hydrated hafnium-ammonium-ascorbate, O=C1C(O)=C(O)[C@H](O1)[C@@H](O)CO (ascorbic acid), [Hf] (hafnium). As a reaction SMILES: [Cl-].[Cl-].[Cl-].[Cl-].[Hf+4:5].[O:6]=[C:7]1[O:13][C@H:12]([C@H:14]([CH2:16][OH:17])[OH:15])[C:10]([OH:11])=[C:8]1[OH:9].[OH-].[NH4+]>O>[O:6]=[C:7]1[O:13][C@H:12]([C@H:14]([CH2:16][OH:17])[OH:15])[C:10]([OH:11])=[C:8]1[OH:9].[Hf:5] |f:0.1.2.3.4,6.7|. Procedure details: Hydrated hafnium-ammonium-ascorbate was prepared as follows: 1.6 grams of hafnium-tetrachloride and 1.86 grams of crystalline ascorbic acid were dissolved in 5 ml of water, and the pH was adjusted to 6.5 with ammonium hydroxide. Two ml portions of the resulting solution were administered orally to rats and radiographs were obtained comparable to those seen with preparations described in the previous examples. Soluble complexes of ascorbic acid and hafnium possessing similar properties were obtai... The reactants are FC1C(C2=C(SC=C2)CC1)=O (5-fluoro-6,7-dihydro-5H-benzo[b]thiophen-4-one), BrBr (bromine), BrBr (bromine), S(=S)(=O)([O-])[O-].[Na+].[Na+] (sodium thiosulfate), BrBr (bromine). The solvent is C(C)OCC (diethyl ether), C(Cl)(Cl)(Cl)Cl (carbon tetrachloride). Run at time 1 hour. The product is BrC1(C(C2=C(SC=C2)CC1)=O)F (5-Bromo-5-fluoro-6,7-dihydro-5H-benzo[b]thiophen-4-one). Isolated yield 49.0%. Reaction SMILES: [Br:1]Br.[F:3][CH:4]1[CH2:12][CH2:11][C:7]2[S:8][CH:9]=[CH:10][C:6]=2[C:5]1=[O:13].S([O-])([O-])(=O)=S.[Na+].[Na+]>C(Cl)(Cl)(Cl)Cl.C(OCC)C>[Br:1][C:4]1([F:3])[CH2:12][CH2:11][C:7]2[S:8][CH:9]=[CH:10][C:6]=2[C:5]1=[O:13] |f:2.3.4|. Reported procedure: Add a solution of bromine (10.08 g, 63.1 mmol, 1.1 equiv.) in dry carbon tetrachloride (60 mL) dropwise via addition funnel over 1 h20 min to a cold (0° C.) solution of 5-fluoro-6,7-dihydro-5H-benzo[b]thiophen-4-one (9.72 g, 57.1 mmol, 1 equiv.) in dry diethyl ether (300 mL). Once all the bromine is added warm to room temperature for 2 hours and add more bromine (0.7 M in CCl4, 7 mL, 4.9 mmol, 0.09 equiv.) and stir the reaction mixture at room temperature for 1 hr before adding saturated aqueous... Starting materials: FC1=C(C(=CC=C1F)F)CC(C)=O (1-(2,3,6-Trifluorophenyl)propan-2-one), C(C)(=O)O (acetic acid), N1CCCCC1 (piperidine), C=O (formaldehyde). Run in CC#N (MeCN). Run at temperature 70 celsius. Product: FC1=C(C(=CC=C1F)F)C(C(C)=O)=C (3-(2,3,6-trifluorophenyl)but-3-en-2-one). The yield is 205.0%. Reaction SMILES: [F:1][C:2]1[C:7]([F:8])=[CH:6][CH:5]=[C:4]([F:9])[C:3]=1[CH2:10][C:11](=[O:13])[CH3:12].[C:14](O)(=O)C.N1CCCCC1.C=O>CC#N>[F:1][C:2]1[C:7]([F:8])=[CH:6][CH:5]=[C:4]([F:9])[C:3]=1[C:10](=[CH2:14])[C:11](=[O:13])[CH3:12]. Procedure details: A solution of 18 (3.5 g, 18.6 mmol), acetic acid (0.34 ml, 5.58 mmol), piperidine (0.37 ml, 3.72 mmol), formaldehyde (6.0 g, 37% aqueous solution) in MeCN (20 mL) was heated over weekend. The conversion was about 60%. Reaction was heated to 70° C. overnight. The mixture was concentrated and extracted with MTBE and HCl (0.5N). The organic layer was washed with aqueous K2CO3 (0.5N) and water, in turns. The organic layer was concentrated. The product was isolated by chromatography column (hexane an... Starting materials: COC1=CC=C(C=C1)C(C#N)(C)C (2-(4-methoxy-phenyl)-2-methyl-propionitrile), BrN1C(CCC1=O)=O (N-bromosuccinimide). Run in C(=O)(C(F)(F)F)O (TFA). Conditions: temperature 25 celsius, time 2 hour. Yields the product BrC=1C=C(C=CC1OC)C(C#N)(C)C (2-(3-Bromo-4-methoxy-phenyl)-2-methyl-propionitrile). As a reaction SMILES: [CH3:1][O:2][C:3]1[CH:8]=[CH:7][C:6]([C:9]([CH3:13])([CH3:12])[C:10]#[N:11])=[CH:5][CH:4]=1.[Br:14]N1C(=O)CCC1=O>C(O)(C(F)(F)F)=O>[Br:14][C:4]1[CH:5]=[C:6]([C:9]([CH3:13])([CH3:12])[C:10]#[N:11])[CH:7]=[CH:8][C:3]=1[O:2][CH3:1]. Reported procedure: A solution of 2-(4-methoxy-phenyl)-2-methyl-propionitrile (17.5 g, 0.10 mol) in TFA (80 mL) was cooled to 0° C. N-bromosuccinimide (17.8 g, 0.10 mol) was added in small portions keeping the temperature below 5° C. The orange solution was stirred for 2 h/25° C. and evaporated to dryness. Water (200 mL) was added and the mixture was stirred vigorously for 1 h. The crude product was filtered off and recrystallized from boiling MeOH. The pure product was isolated as white needles. Yield: 19.3 g (76%...